Dataset: the Open Reaction Database (ORD), a public repository of structured organic reaction records. Task: describe an organic reaction: reactants, conditions, products, and yield Reactants: COc1ccccc1CCOCCO, CN(C)c1ccncc1, ClCCl, Cc1ccc(S(=O)(=O)Cl)cc1, c1ccncc1. The product is COc1ccccc1CCOCCOS(=O)(=O)c1ccc(C)cc1. RXN SMILES: [CH3:1][O:2][c:3]1[c:4]([CH2:9][CH2:10][O:11][CH2:12][CH2:13][OH:14])[cH:5][cH:6][cH:7][cH:8]1.[CH3:35][N:36]([CH3:37])[c:38]1[cH:39][cH:40][n:41][cH:42][cH:43]1.[Cl:32][CH2:33][Cl:34].[c:21]1([CH3:31])[cH:22][cH:23][c:24]([S:27](=[O:28])(=[O:29])[Cl:30])[cH:25][cH:26]1.[cH:15]1[cH:16][cH:17][n:18][cH:19][cH:20]1>>[CH3:1][O:2][c:3]1[c:4]([CH2:9][CH2:10][O:11][CH2:12][CH2:13][O:14][S:27]([c:24]2[cH:23][cH:22][c:21]([CH3:31])[cH:26][cH:25]2)(=[O:28])=[O:29])[cH:5][cH:6][cH:7][cH:8]1. Reactants: Cl.NC1=CC=C(C=C1)CCOC1=CC=C(C=C1)C[C@@H](C(=O)O)OCC (3-{4-[2-(4-Aminophenyl)ethoxy]phenyl}-(S)-2-ethoxypropanoic acid hydro chloride), C(O)([O-])=O.[Na+] (Sodium hydrogencarbonate), FC(SC1=CC=C(C=C1)N=C=O)(F)F (4-(Trifluoromethylthio)phenyl isocyanate), CO.ClCCl (methanol dichloromethane). Solvent: O1CCCC1 (tetrahydrofuran). Product: C(C)O[C@H](C(=O)O)CC1=CC=C(C=C1)OCCC1=CC=C(C=C1)NC(=O)NC1=CC=C(C=C1)SC(F)(F)F ((S)-2-ethoxy-3-[4-(2-{4-[({4-[(trifluoromethyl)sulfanyl]anilino}carbonyl)amino]phenyl}ethoxy)phenyl]propanoic acid). The yield is 57.0%. RXN SMILES: Cl.[NH2:2][C:3]1[CH:8]=[CH:7][C:6]([CH2:9][CH2:10][O:11][C:12]2[CH:17]=[CH:16][C:15]([CH2:18][C@H:19]([O:23][CH2:24][CH3:25])[C:20]([OH:22])=[O:21])=[CH:14][CH:13]=2)=[CH:5][CH:4]=1.C(=O)([O-])O.[Na+].[F:31][C:32]([F:44])([F:43])[S:33][C:34]1[CH:39]=[CH:38][C:37]([N:40]=[C:41]=[O:42])=[CH:36][CH:35]=1.CO.ClCCl>O1CCCC1>[CH2:24]([O:23][C@@H:19]([CH2:18][C:15]1[CH:16]=[CH:17][C:12]([O:11][CH2:10][CH2:9][C:6]2[CH:5]=[CH:4][C:3]([NH:2][C:41]([NH:40][C:37]3[CH:38]=[CH:39][C:34]([S:33][C:32]([F:43])([F:31])[F:44])=[CH:35][CH:36]=3)=[O:42])=[CH:8][CH:7]=2)=[CH:13][CH:14]=1)[C:20]([OH:22])=[O:21])[CH3:25] |f:0.1,2.3,5.6|. Reported procedure: 3-{4-[2-(4-Aminophenyl)ethoxy]phenyl}-(S)-2-ethoxypropanoic acid hydro chloride (described in Example 56a) (0.2 g; (0.547 mmole) was dissolved in tetrahydrofuran (5 ml). Sodium hydrogencarbonate (0.051 g; 0.607 mmole) was added and the mixture was stirred for a little while. 4-(Trifluoromethylthio)phenyl isocyanate (0.126 g; 0.575 mmole) was added. The reaction mixture was stirred at room temperature for 6 hours and then evaporated to dryness. Ethyl acetate and water were added to the residue an... Reported procedure: Prepared in a similar manner to example 27 from 2-(5-bromopyridin-2-yl)-2-methylpropanoic acid (example 46b) and isobutyl amine. Yield 32%. MS+H (301). Yield: 32.0%. RXN SMILES: [Br:1][C:2]1[CH:3]=[CH:4][C:5]([C:8]([CH3:13])([CH3:12])[C:9]([OH:11])=O)=[N:6][CH:7]=1.[CH2:14]([NH2:18])[CH:15]([CH3:17])[CH3:16]>>[Br:1][C:2]1[CH:3]=[CH:4][C:5]([C:8]([CH3:13])([CH3:12])[C:9]([NH:18][CH2:14][CH:15]([CH3:17])[CH3:16])=[O:11])=[N:6][CH:7]=1. Starting materials: BrC=1C=CC(=NC1)C(C(=O)O)(C)C (2-(5-bromopyridin-2-yl)-2-methylpropanoic acid), C(C(C)C)N (isobutyl amine), ( 301 ). Yields the product BrC=1C=CC(=NC1)C(C(=O)NCC(C)C)(C)C (2-(5-Bromopyridin-2-yl)-N-isobutyl-2-methylpropanamide). Reactants: COC1=C(C=CC=C1)CCCCC1=C(C=CC=C1)O (2-[4-(2-methoxyphenyl)butyl]phenol), [H-].[Na+] (sodium hydride), Cl.CN(CCCCl)C (3-dimethylaminopropyl chloride hydrochloride). Solvent: CC(=O)N(C)C (dimethylacetamide). Product: CN(C)CCCOC1=C(C=CC=C1)CCCCC1=C(C=CC=C1)OC (N,N-Dimethyl-3-{2-[4-(2-methoxyphenyl)butyl]phenoxy}propylamine). The yield is 85.2%. Reaction SMILES: [CH3:1][O:2][C:3]1[CH:8]=[CH:7][CH:6]=[CH:5][C:4]=1[CH2:9][CH2:10][CH2:11][CH2:12][C:13]1[CH:18]=[CH:17][CH:16]=[CH:15][C:14]=1[OH:19].[H-].[Na+].Cl.[CH3:23][N:24]([CH3:29])[CH2:25][CH2:26][CH2:27]Cl>CC(N(C)C)=O>[CH3:23][N:24]([CH2:25][CH2:26][CH2:27][O:19][C:14]1[CH:15]=[CH:16][CH:17]=[CH:18][C:13]=1[CH2:12][CH2:11][CH2:10][CH2:9][C:4]1[CH:5]=[CH:6][CH:7]=[CH:8][C:3]=1[O:2][CH3:1])[CH3:29] |f:1.2,3.4|. Procedure details: Following a procedure similar to that described in Example 2(a), 200 mg of 2-[4-(2-methoxyphenyl)butyl]phenol (prepared as described in Preparation 4), 75 mg of sodium hydride (as a 55% w/w dispersion in mineral oil) and 0.14 g of 3-dimethylaminopropyl chloride hydrochloride were reacted in 20 ml of dimethylacetamide. The crude product, extracted as described in Example 2(a), was purified by column chromatography through silica gel, using a 10:1 by volume mixture of methylene chloride and methan... The reactants are [N+](=O)([O-])C(C)C (2-Nitropropane), C[O-].[Na+] (sodium methoxide), C(=O)(OC)C1=C(C=C(CBr)C=C1)OC (4-Carbomethoxy-3-methoxybenzyl bromide). The solvent is CO (methanol), CO (methanol). The product is C(=O)(OC)C1=C(C=C(C=O)C=C1)OC (4-Carbomethoxy-3-methoxybenzaldehyde). The yield is 83.0%. RXN SMILES: [N+](C(C)C)([O-])=[O:2].C[O-].[Na+].[C:10]([C:14]1[CH:21]=[CH:20][C:17]([CH2:18]Br)=[CH:16][C:15]=1[O:22][CH3:23])([O:12][CH3:13])=[O:11]>CO>[C:10]([C:14]1[CH:21]=[CH:20][C:17]([CH:18]=[O:2])=[CH:16][C:15]=1[O:22][CH3:23])([O:12][CH3:13])=[O:11] |f:1.2|. Procedure: 2-Nitropropane (1.0 g) was added to sodium methoxide (from 0.24 g sodium) in methanol (30 ml) and the solution refluxed for 1/2 hour. 4-Carbomethoxy-3-methoxybenzyl bromide (2.67 g) in methanol was added and the solution refluxed for 1 hour. The methanol was evaporated, the residue partitioned between 2N sodium hydroxide and chloroform. The chloroform layer was shaken with further sodium hydroxide until no more yellow colour was extracted, dried and evaporated to yield the title compound (1.66 g... The reactants are C(C)(C)(C)OC(=O)N1[C@@H](C[C@H](C1)O[Si](C)(C)C(C)(C)C)CCOC1=C(C=C(C=C1)F)CCC1=CC=C(C=C1)F ((2R,4R)-1-t-butoxycarbonyl-4-t-butyldimethylsilyloxy-2-[2-{4-fluoro-2-[2-(4-fluorophenyl)ethyl]phenoxy}ethyl]pyrrolidine), [H-].[Al+3].[Li+].[H-].[H-].[H-] (lithium aluminum hydride), [H-] (hydride), O.O.O.O.O.O.O.O.O.O.S(=O)(=O)([O-])[O-].[Na+].[Na+] (sodium sulfate decahydrate). Run in O1CCCC1 (tetrahydrofuran). The product is FC1=CC(=C(OCC[C@H]2N(C[C@@H](C2)O)C)C=C1)CCC1=CC=C(C=C1)F ((2R,4R)-2-[2-{4-Fluoro-2-[2-(4-fluorophenyl)ethyl]phenoxy}ethyl]-4-hydroxy-1-methylpyrrolidine). Isolated yield 59.0%. As a reaction SMILES: C(O[C:6]([N:8]1[CH2:12][C@H:11]([O:13][Si](C(C)(C)C)(C)C)[CH2:10][C@H:9]1[CH2:21][CH2:22][O:23][C:24]1[CH:29]=[CH:28][C:27]([F:30])=[CH:26][C:25]=1[CH2:31][CH2:32][C:33]1[CH:38]=[CH:37][C:36]([F:39])=[CH:35][CH:34]=1)=O)(C)(C)C.[H-].[Al+3].[Li+].[H-].[H-].[H-].O.O.O.O.O.O.O.O.O.O.S([O-])([O-])(=O)=O.[Na+].[Na+].[H-]>O1CCCC1>[F:30][C:27]1[CH:28]=[CH:29][C:24]([O:23][CH2:22][CH2:21][C@@H:9]2[CH2:10][C@@H:11]([OH:13])[CH2:12][N:8]2[CH3:6])=[C:25]([CH2:31][CH2:32][C:33]2[CH:38]=[CH:37][C:36]([F:39])=[CH:35][CH:34]=2)[CH:26]=1 |f:1.2.3.4.5.6,7.8.9.10.11.12.13.14.15.16.17.18.19|. Reported procedure: 398 mg of (2R,4R)-1-t-butoxycarbonyl-4-t-butyldimethylsilyloxy-2-[2-{4-fluoro-2-[2-(4-fluorophenyl)ethyl]phenoxy}ethyl]pyrrolidine [prepared as described in step (a) above] were dissolved in 10 ml of tetrahydrofiran, and the resulting solution was added dropwise to a suspension of 81 mg of lithium aluminum hydride in 10 ml of tetrahydrofuran, whilst ice-cooling and stirring. The resulting mixture was then heated under reflux for 1 hour. At the end of this time, the reaction mixture was cooled on... Reactants: CC(CC(C1=C(C(=CC(=C1)C)C)O)C1=C(C(=CC(=C1)C)C)O)CC(C)(C)C (2,2'-(3,5,5-trimethylhexylidene)-bis(4,6-dimethylphenol)), C([O-])([O-])=O.[K+].[K+] (potassium carbonate), C(C1=CC=CC=C1)Br (benzylbromide). The solvent is CC(=O)C (acetone). Yields the product C(C1=CC=CC=C1)OC1=C(C=C(C=C1C)C)C(CC(CC(C)(C)C)C)=C1C(C(=CC(=C1)C)C)O (2-[1-(2-benzyloxy-3,5-dimethylphenyl)-3,5,5-trimethylhexylidene]-4,6-dimethylphenol). The yield is 66.0%. Reaction SMILES: [CH3:1][CH:2]([CH2:23][C:24]([CH3:27])([CH3:26])[CH3:25])[CH2:3][CH:4]([C:14]1[CH:19]=[C:18]([CH3:20])[CH:17]=[C:16]([CH3:21])[C:15]=1[OH:22])[C:5]1[CH:10]=[C:9]([CH3:11])[CH:8]=[C:7]([CH3:12])[C:6]=1[OH:13].C(=O)([O-])[O-].[K+].[K+].[CH2:34](Br)[C:35]1[CH:40]=[CH:39][CH:38]=[CH:37][CH:36]=1>CC(C)=O>[CH2:34]([O:22][C:15]1[C:16]([CH3:21])=[CH:17][C:18]([CH3:20])=[CH:19][C:14]=1[C:4](=[C:5]1[CH:10]=[C:9]([CH3:11])[CH:8]=[C:7]([CH3:12])[CH:6]1[OH:13])[CH2:3][CH:2]([CH3:1])[CH2:23][C:24]([CH3:26])([CH3:25])[CH3:27])[C:35]1[CH:40]=[CH:39][CH:38]=[CH:37][CH:36]=1 |f:1.2.3|. Procedure details: A solution of 2,2'-(3,5,5-trimethylhexylidene)-bis(4,6-dimethylphenol) (184.0 g, 0.5 mole) in acetone (21) was stirred with anhydrous potassium carbonate (170 g) and benzylbromide (85.5 g, 0.5 mole) at room temperature overnight. The solution was filtered, excess acetone removed under vacuum and the residue refrigerated. The crystalline solid was filtered off, washed with cold acetone and dried under vacuum at 40° C. Yield=66%. M.p.=125°-126° C.